This data is from the Open Reaction Database (ORD), a public repository of structured organic reaction records. The task is: describe an organic reaction: reactants, conditions, products, and yield Starting materials: P(=O)([O-])([O-])[O-].[K+].[K+].[K+] (potassium phosphate), C([C@H]([C@@H](CS)O)O)S (DTT), C1(=CC=CC=C1)CS(=O)(=O)F (PMSF), C[C@H](CCC(=O)[O-])[C@H]1CC[C@@H]2[C@@]1([C@H](C[C@H]3[C@]2([C@@H](C[C@H]4[C@@]3(CC[C@H](C4)O)C)O)C)O)C.[Na+] (sodium cholate), C(CN(CC(=O)O)CC(=O)O)N(CC(=O)O)CC(=O)O (EDTA). The solvent is OCC(O)CO (glycerol). Product: CC(C)CCC[C@@H](C)[C@H]1CC[C@H]2[C@@H]3CC=C4C[C@@H](O)CC[C@]4(C)[C@H]3CC[C@]12C (CHOLESTEROL). RXN SMILES: P([O-])([O-])([O-])=O.[K+].[K+].[K+].C[C@@H]([C@@H:16]1[C@@:20]2([CH3:38])[C@@H:21](O)[CH2:22][C@@H:23]3[C@@:28]4([CH3:34])[CH2:29][CH2:30][C@@H:31]([OH:33])[CH2:32][C@H:27]4[CH2:26][C@@H:25](O)[C@@:24]3(C)[C@@H:19]2[CH2:18][CH2:17]1)CCC([O-])=O.[Na+].C(N([CH2:56][C:57](O)=O)CC(O)=O)CN(CC(O)=O)CC(O)=O.C(S)[C@@H](O)[C@H](O)CS.[C:68]1([CH2:74]S(F)(=O)=O)[CH:73]=C[CH:71]=[CH:70][CH:69]=1>OCC(CO)O>[CH3:73][CH:68]([CH2:69][CH2:70][CH2:71][C@H:56]([C@@H:19]1[C@:20]2([CH3:38])[C@H:16]([C@H:24]3[C@H:23]([CH2:22][CH2:21]2)[C@:28]2([CH3:34])[C:29]([CH2:30][C@H:31]([CH2:32][CH2:27]2)[OH:33])=[CH:26][CH2:25]3)[CH2:17][CH2:18]1)[CH3:57])[CH3:74] |f:0.1.2.3,4.5|. Reported procedure: After induction, the cultures were harvested by centrifugation at 5,000 rpm for ten minutes at 4° C. The cells were then resuspended in 1/100 volume of buffer A (100 mM potassium phosphate, pH 7.4, 0.5% sodium cholate, 20% glycerol, 0.1 mM EDTA, 0.1 mM DTT and 0.5 mM PMSF). The cells were then lysed in buffer A with 200 μg/ml lysozyme. The supernatant was collected after spinning down the total lysate at 100,000× g for one (1) hour at 4° C. The pellet was resuspended thoroughly in the same buffe... RXN SMILES: N1C=CC=CC=1.[CH3:7][C:8]1([CH3:19])[C@H:10](/[CH:11]=[CH:12]/[C:13](=[O:15])[CH3:14])[C@H:9]1[C:16](Cl)=[O:17].[CH2:20]([OH:22])[CH3:21].Cl>C1C=CC=CC=1>[CH3:7][C:8]1([CH3:19])[C@H:10](/[CH:11]=[CH:12]/[C:13](=[O:15])[CH3:14])[C@H:9]1[C:16]([O:22][CH2:20][CH3:21])=[O:17]. Reaction conditions: time 2 hour. Starting materials: Cl (hydrochloric acid), N1=CC=CC=C1 (pyridine), CC1([C@@H]([C@H]1\C=C\C(C)=O)C(=O)Cl)C ((1R,trans) 2,2-dimethyl-3-[(E)-3-oxo-1-butenyl]-cyclopropane-1-carboxylic acid chloride), C(C)O (ethanol). The product is CC1([C@@H]([C@H]1\C=C\C(C)=O)C(=O)OCC)C (ethyl (1R,trans) 2,2-dimethyl-3-[(E)-3-oxo-1-butenyl]-cyclopropane-1-carboxylate). The solvent is C1=CC=CC=C1 (benzene). Procedure details: A mixture of 2 ml of pyridine, 2.9 g of (1R,trans) 2,2-dimethyl-3-[(E)-3-oxo-1-butenyl]-cyclopropane-1-carboxylic acid chloride, 1 ml of ethanol and 25 ml of benzene was stirred at 0° to 5° C. for 20 minutes and at room temperature for 2 hours and was then poured into iced aqueous N/6 hydrochloric acid solution. The mixture was extracted with ether and the organic phase was washed with water, dried and evaporated to dryness at 40° C. under reduced pressure. The 4.19 g of oil residue were chromat...